From a dataset of the Open Reaction Database (ORD), a public repository of structured organic reaction records. describe an organic reaction: reactants, conditions, products, and yield The reactants are C(C)(C)(C)OC(CC(CC(=O)OC(C)(C)C)(C(=O)O)C(=O)O)=O (3,3-Dicarboxy-pentanedioic acid di-tert-butyl ester), C(=O)O (Formic acid). The solvent is C(C)(=O)OCC (ethyl acetate). Reaction conditions: temperature 80 celsius. The product is C(C)(C)(C)OC(CC(CC(=O)OC(C)(C)C)C(=O)O)=O (3-Carboxy-pentanedioic acid di-tert-butyl ester). Reaction SMILES: [C:1]([O:5][C:6](=[O:23])[CH2:7][C:8](C(O)=O)([C:17]([OH:19])=[O:18])[CH2:9][C:10]([O:12][C:13]([CH3:16])([CH3:15])[CH3:14])=[O:11])([CH3:4])([CH3:3])[CH3:2].C(O)=O>C(OCC)(=O)C>[C:13]([O:12][C:10](=[O:11])[CH2:9][CH:8]([C:17]([OH:19])=[O:18])[CH2:7][C:6]([O:5][C:1]([CH3:3])([CH3:2])[CH3:4])=[O:23])([CH3:14])([CH3:15])[CH3:16]. Procedure details: The compound of Example 166 (170 mg, 0.512 mmol) was dissolved in ethyl acetate. Formic acid (61 μL, 1.53 mmol) was added and the mixture was heated at 80° C. for 3 h. After cooling to room temperature, the reaction mixture was extracted three times with water, dried (sodium sulfate), filtered and evaporated to dryness. 1H NMR(CDCl3, 300 MHz): 1.43(s, 18H); 2.50, 2.65(2dd, J1=16.7 Hz, J2=6.2 Hz, 4H); 3.20(p, J=6.2 Hz, 1H). The reactants are COC(=O)N(C)CCCC(=O)O, CCN=C=NCCCN(C)C, CN(C)c1ccncc1, CCOC(C)=O, Cl, O=C1OC(Cn2ccnn2)CN1c1ccc(-c2ccc(C3=NOC(CO)C3)nc2)c(F)c1, CN(C)C=O. Product: COC(=O)N(C)CCCC(=O)OCC1CC(c2ccc(-c3ccc(N4CC(Cn5ccnn5)OC4=O)cc3F)cn2)=NO1. RXN SMILES: [CH3:1][O:2][C:3](=[O:4])[N:5]([CH2:6][CH2:7][CH2:8][C:9](=[O:10])[OH:11])[CH3:12].[CH3:46][N:47]([CH3:48])[CH2:49][CH2:50][CH2:51][N:52]=[C:53]=[N:54][CH2:55][CH3:56].[CH3:57][N:58]([CH3:59])[c:60]1[cH:61][cH:62][n:63][cH:64][cH:65]1.[CH3:71][CH2:72][O:73][C:74](=[O:75])[CH3:76].[ClH:45].[F:13][c:14]1[cH:15][c:16]([N:33]2[C:34](=[O:44])[O:35][CH:36]([CH2:38][n:39]3[n:40][n:41][cH:42][cH:43]3)[CH2:37]2)[cH:17][cH:18][c:19]1-[c:20]1[cH:21][n:22][c:23]([C:26]2=[N:27][O:28][CH:29]([CH2:31][OH:32])[CH2:30]2)[cH:24][cH:25]1.[O:66]=[CH:67][N:68]([CH3:69])[CH3:70]>>[CH3:1][O:2][C:3](=[O:4])[N:5]([CH2:6][CH2:7][CH2:8][C:9](=[O:10])[O:11][CH2:31][CH:29]1[O:28][N:27]=[C:26]([c:23]2[n:22][cH:21][c:20](-[c:19]3[c:14]([F:13])[cH:15][c:16]([N:33]4[C:34](=[O:44])[O:35][CH:36]([CH2:38][n:39]5[n:40][n:41][cH:42][cH:43]5)[CH2:37]4)[cH:17][cH:18]3)[cH:25][cH:24]2)[CH2:30]1)[CH3:12]. Reactants: CCN=C=NCCCN(C)C (EDCI), ClC=1C=C2C(=CN1)NC(=C2)C(=O)N[C@H](C(=O)O)CC2=CC=CC=C2 (2-(S)-[(5-chloro-1H-pyrrolo[2,3-c]pyridine-2-carbonyl)amino]-3-phenylpropionic acid), O[C@@H]1CNCC1 (3-(S)-hydroxypyrrolidine), C=1C=CC2=C(C1)N=NN2O (HOBt), CCN(C(C)C)C(C)C (DIPEA). The solvent is CN(C)C=O (DMF). Conditions: time 5 minute. The product is C(C1=CC=CC=C1)[C@@H](C(=O)N1C[C@H](CC1)O)NC(=O)C1=CC=2C(=CN=C(C2)Cl)N1 (5-Chloro-1H-pyrrolo[2,3-c]pyridine-2-carboxylic acid [1-(S)-benzyl-2-(3-(S)-hydroxypyrrolidin-1-yl)-2-oxoethyl]amide). Reaction SMILES: [Cl:1][C:2]1[CH:3]=[C:4]2[CH:10]=[C:9]([C:11]([NH:13][C@@H:14]([CH2:18][C:19]3[CH:24]=[CH:23][CH:22]=[CH:21][CH:20]=3)[C:15]([OH:17])=O)=[O:12])[NH:8][C:5]2=[CH:6][N:7]=1.[OH:25][C@H:26]1[CH2:30][CH2:29][NH:28][CH2:27]1.C1C=CC2N(O)N=NC=2C=1.CCN(C(C)C)C(C)C.CCN=C=NCCCN(C)C>CN(C=O)C>[CH2:18]([C@H:14]([NH:13][C:11]([C:9]1[NH:8][C:5]2=[CH:6][N:7]=[C:2]([Cl:1])[CH:3]=[C:4]2[CH:10]=1)=[O:12])[C:15]([N:28]1[CH2:29][CH2:30][C@H:26]([OH:25])[CH2:27]1)=[O:17])[C:19]1[CH:20]=[CH:21][CH:22]=[CH:23][CH:24]=1. Procedure: To a solution of 2-(S)-[(5-chloro-1H-pyrrolo[2,3-c]pyridine-2-carbonyl)amino]-3-phenylpropionic acid (EXAMPLE 42, 50 mg, 0.15 mmol) in DMF (3 mL) was added 3-(S)-hydroxypyrrolidine (13.9 mg, 0.16 mmol), HOBt (20 mg, 0.15 mmol) and DIPEA (51 μL, 0.29 mmol). After 5 min, EDCI (36 mg, 0.19 mmol) was added and the reaction stirred at rt for 16 h. The solvent was removed in vacuo and the residue partitioned between water (20 mL) and ethyl acetate (3×20 mL), dried (MgSO4) and concentrated in vacuo. Pu...